This data is from the Open Reaction Database (ORD), a public repository of structured organic reaction records. The task is: describe an organic reaction: reactants, conditions, products, and yield Starting materials: saturated solution, C(\C=C\C(=O)O)(=O)O (fumaric acid), ClC1=CC=CC2=C1CCC=1C=CN(C21)CCNC(C)=O (N-[2-(6-Chloro-4,5-dihydro-1H-benz[g]indol-1-yl)ethyl]acetamide), P(=O)(Cl)(Cl)Cl (phosphorus oxychloride), [OH-].[Na+] (sodium hydroxide), [OH-].[Na+] (sodium hydroxide), ice water. Solvent: C(C)O (ethanol). Conditions: temperature 100 celsius, time 30 minute. Yields the product C(\C=C\C(=O)O)(=O)O.ClC1=CC=CC2=C1CCC=1C=C3N(C21)CCN=C3C (4-chloro-5,6,10,11-tetrahydro-8-methylbenz[g]pyrazino[1,2-a]indole fumarate). Isolated yield 82.0%. Reaction SMILES: [Cl:1][C:2]1[C:7]2[CH2:8][CH2:9][C:10]3[CH:11]=[CH:12][N:13]([CH2:15][CH2:16][NH:17][C:18](=O)[CH3:19])[C:14]=3[C:6]=2[CH:5]=[CH:4][CH:3]=1.P(Cl)(Cl)(Cl)=O.[OH-].[Na+].[C:28]([OH:35])(=[O:34])/[CH:29]=[CH:30]/[C:31]([OH:33])=[O:32]>C(O)C>[C:28]([OH:35])(=[O:34])/[CH:29]=[CH:30]/[C:31]([OH:33])=[O:32].[Cl:1][C:2]1[C:7]2[CH2:8][CH2:9][C:10]3[CH:11]=[C:12]4[C:18]([CH3:19])=[N:17][CH2:16][CH2:15][N:13]4[C:14]=3[C:6]=2[CH:5]=[CH:4][CH:3]=1 |f:2.3,6.7|. Procedure details: N-[2-(6-Chloro-4,5-dihydro-1H-benz[g]indol-1-yl)ethyl]acetamide (6.0 g) was treated with 30 ml of phosphorus oxychloride and the mixture was stirred at 100° C. for 30 minutes. The cooled mixture was added to 2500 g of ice-water and treated with 100 ml of 2N sodium hydroxide solution and 200 ml of 28% sodium hydroxide solution. The mixture was extracted once with 300 ml of methylene chloride and twice with 100 ml of methylene chloride each time, the organic phases were combined, dried with MgSO4 ... Starting materials: C(C)N1C(N(C2=C1C=CC(=C2)C(C(=O)C=2C=C(C=CC2)C)CC(=O)C=2C=NC=CC2)CC)=O (2-(1,3-diethyl-2-oxo-2,3-dihydro-1H-benzoimidazol-5-yl)-4-pyridin-3-yl-1-m-tolyl-butane-1,4-dione), C(C)(=O)[O-].[NH4+] (ammonium acetate), [NH4+].[OH-] (NH4OH). The solvent is C(C)(=O)O (acetic acid). Reaction conditions: time 5 minute. Yields the product C(C)N1C(N(C2=C1C=CC(=C2)C2=C(NC(=C2)C=2C=NC=CC2)C=2C=C(C=CC2)C)CC)=O (1,3-Diethyl-5-(5-pyridin-3-yl-2-m-tolyl-1H-pyrrol-3-yl)-1,3-dihydro-benzoimidazol-2-one). Isolated yield 6.3%. RXN SMILES: [CH2:1]([N:3]1[C:7]2[CH:8]=[CH:9][C:10]([CH:12]([CH2:22][C:23]([C:25]3[CH:26]=[N:27][CH:28]=[CH:29][CH:30]=3)=O)[C:13]([C:15]3[CH:16]=[C:17]([CH3:21])[CH:18]=[CH:19][CH:20]=3)=O)=[CH:11][C:6]=2[N:5]([CH2:31][CH3:32])[C:4]1=[O:33])[CH3:2].C([O-])(=O)C.[NH4+:38].[NH4+].[OH-]>C(O)(=O)C>[CH2:1]([N:3]1[C:7]2[CH:8]=[CH:9][C:10]([C:12]3[CH:22]=[C:23]([C:25]4[CH:26]=[N:27][CH:28]=[CH:29][CH:30]=4)[NH:38][C:13]=3[C:15]3[CH:16]=[C:17]([CH3:21])[CH:18]=[CH:19][CH:20]=3)=[CH:11][C:6]=2[N:5]([CH2:31][CH3:32])[C:4]1=[O:33])[CH3:2] |f:1.2,3.4|. Procedure: A solution of 2-(1,3-diethyl-2-oxo-2,3-dihydro-1H-benzoimidazol-5-yl)-4-pyridin-3-yl-1-m-tolyl-butane-1,4-dione (600 mg, 1.13 mmol) and ammonium acetate (871 mg, 11.3 mmol) in acetic acid (3.77 mL) was heated at 110° C. for 4 hours. The reaction was then poured over a mixture of ice and NH4OH and stirred for 5 minutes. The aqueous mixture was extracted with EtOAc (3×10 mL). The organics were combined, washed with brine, dried over sodium sulfate, and concentrated in vacuo to give a orange oil. T... The reactants are C(C)OC(CNCCNS(=O)(=O)C=1SC(=NN1)C1=CC=CC=C1)=O (N-[2-(5-phenyl-1,3,4-thiadiazole-2-sulfonylamino)-ethyl]-glycine ethyl ester), N1(C(=O)NC(=O)C(C)=C1)CC(=O)O ((thymin-1-yl)-acetic acid). Product: C(C)OC(CN(C(CN1C(=O)NC(=O)C(C)=C1)=O)CCNS(=O)(=O)C=1SC(=NN1)C1=CC=CC=C1)=O (N-[2-(5-Phenyl-1,3,4-thiadiazole-2-sulfonylamino)-ethyl]-N-[(thymin-1-yl)-acetyl]-glycine ethyl ester). RXN SMILES: [CH2:1]([O:3][C:4](=[O:24])[CH2:5][NH:6][CH2:7][CH2:8][NH:9][S:10]([C:13]1[S:14][C:15]([C:18]2[CH:23]=[CH:22][CH:21]=[CH:20][CH:19]=2)=[N:16][N:17]=1)(=[O:12])=[O:11])[CH3:2].[N:25]1([CH2:34][C:35](O)=[O:36])[CH:33]=[C:31]([CH3:32])[C:29](=[O:30])[NH:28][C:26]1=[O:27]>>[CH2:1]([O:3][C:4](=[O:24])[CH2:5][N:6]([CH2:7][CH2:8][NH:9][S:10]([C:13]1[S:14][C:15]([C:18]2[CH:19]=[CH:20][CH:21]=[CH:22][CH:23]=2)=[N:16][N:17]=1)(=[O:12])=[O:11])[C:35](=[O:36])[CH2:34][N:25]1[CH:33]=[C:31]([CH3:32])[C:29](=[O:30])[NH:28][C:26]1=[O:27])[CH3:2]. Procedure details: The title compound was synthesized by the reaction of N-[2-(5-phenyl-1,3,4-thiadiazole-2-sulfonylamino)-ethyl]-glycine ethyl ester with (thymin-1-yl)-acetic acid as per the procedure of example 13. 1H NMR (500 MHz; DMSO-d6) δ 11.28 (s, 0.6H), 11.26 (s, 0.4H), 9.08 (brs, 1H), 8.05 (d, 2H), 7.66–7.57 (m, 3H), 7.32 (s, 0.6H), 7.24 (s, 0.4H), 4.65 (s, 1.2H), 4.47 (s, 0.8H), 4.32 (s, 0.8H), 4.16 (q, 0.8H), 4.06 (q, 1.2H), 4.04 (s, 1.2H), 3.56 (t, 1.2H), 3.43–3.38 (m, 2H), 3.24 (t, 0.8H), 1.73 (s, 3H)... Starting materials: ClC1=CC=C(C=N1)C1(CC1)C(=O)OC (methyl 1-(6-chloropyridin-3-yl)cyclopropanecarboxylate), NN (hydrazine). Run in ice water, N1=CC=CC=C1 (pyridine). Run at temperature 90 celsius. Yields the product N(N)C1=CC=C(C=N1)C1(CC1)C(=O)OC (Methyl 1-(6-hydrazinopyridin-3-yl)cyclopropanecarboxylate). The yield is 86.9%. As a reaction SMILES: Cl[C:2]1[N:7]=[CH:6][C:5]([C:8]2([C:11]([O:13][CH3:14])=[O:12])[CH2:10][CH2:9]2)=[CH:4][CH:3]=1.[NH2:15][NH2:16]>N1C=CC=CC=1>[NH:15]([C:2]1[N:7]=[CH:6][C:5]([C:8]2([C:11]([O:13][CH3:14])=[O:12])[CH2:10][CH2:9]2)=[CH:4][CH:3]=1)[NH2:16]. Reported procedure: To a solution of methyl 1-(6-chloropyridin-3-yl)cyclopropanecarboxylate (1 g, 0.005 mol) in pyridine (2 mL) was added hydrazine (0.30 mL, 0.0094 mol). The solution was heated at 90° C. overnight. The reaction solution was cooled to RT, and then diluted with a small amount of ice-water. The precipitate was collected by filtration, and dried under vacuum to afford the desired compound (0.9 g, 90%). Analytical LCMS: (M+H)+=208.0. The reactants are O=C([O-])[O-], CS(C)=O, [K+], [K+], Nc1nc(N)c2c(CCl)coc2n1, Nc1cccc2ccccc12. Product: Nc1nc(N)c2c(CNc3cccc4ccccc34)coc2n1. Reaction SMILES: [C:25](=[O:26])([O-:27])[O-:28].[CH3:31][S:32]([CH3:33])=[O:34].[K+:29].[K+:30].[NH2:12][c:13]1[n:14][c:15]([NH2:24])[c:16]2[c:17]([n:18]1)[o:19][cH:20][c:21]2[CH2:22][Cl:23].[NH2:1][c:2]1[cH:3][cH:4][cH:5][c:6]2[cH:7][cH:8][cH:9][cH:10][c:11]12>>[NH:1]([c:2]1[cH:3][cH:4][cH:5][c:6]2[cH:7][cH:8][cH:9][cH:10][c:11]12)[CH2:22][c:21]1[c:16]2[c:15]([NH2:24])[n:14][c:13]([NH2:12])[n:18][c:17]2[o:19][cH:20]1. Procedure: Methyl (5R)-5-[5-[{2-[3,5-bis(trifluoromethyl)phenyl]-2-methylpropanoyl}(methyl)amino]-4-(4-fluoro-2-methylphenyl)-2-pyridinyl]-2-methyl-L-prolinate (Intermediate 10, 42 mg, 0.066 mmol) was dissolved in 7N ammonia solution in MeOH (3 ml, 21.0 mmol) and the reaction mixture was stirred for 48 hours at 60° C. The solvent was evaporated and the residue was purified by flash chromatography on silica gel (Companion system; eluent: from 99:1 Dichloromethane/MeOH to 95:5 Dichloromethane/MeOH; 12 g cart... Product: FC(C=1C=C(C=C(C1)C(F)(F)F)C(C(=O)N(C=1C(=CC(=NC1)[C@H]1CC[C@](N1)(C(=O)N)C)C1=C(C=C(C=C1)F)C)C)(C)C)(F)F ((5R)-5-[5-[{2-[3,5-bis(trifluoromethyl)phenyl]-2-methylpropanoyl}(methyl)amino]-4-(4-fluoro-2-methylphenyl)-2-pyridinyl]-2-methyl-L-prolinamide). Reaction SMILES: [F:1][C:2]([F:45])([F:44])[C:3]1[CH:4]=[C:5]([C:13]([CH3:43])([CH3:42])[C:14]([N:16]([CH3:41])[C:17]2[C:18]([C:33]3[CH:38]=[CH:37][C:36]([F:39])=[CH:35][C:34]=3[CH3:40])=[CH:19][C:20]([C@@H:23]3[NH:27][C@:26]([CH3:32])([C:28](OC)=[O:29])[CH2:25][CH2:24]3)=[N:21][CH:22]=2)=[O:15])[CH:6]=[C:7]([C:9]([F:12])([F:11])[F:10])[CH:8]=1.CO.[NH3:48]>>[F:11][C:9]([F:12])([F:10])[C:7]1[CH:6]=[C:5]([C:13]([CH3:43])([CH3:42])[C:14]([N:16]([CH3:41])[C:17]2[C:18]([C:33]3[CH:38]=[CH:37][C:36]([F:39])=[CH:35][C:34]=3[CH3:40])=[CH:19][C:20]([C@@H:23]3[NH:27][C@:26]([CH3:32])([C:28]([NH2:48])=[O:29])[CH2:25][CH2:24]3)=[N:21][CH:22]=2)=[O:15])[CH:4]=[C:3]([C:2]([F:44])([F:45])[F:1])[CH:8]=1. Yield: 68.3%. Starting materials: FC(C=1C=C(C=C(C1)C(F)(F)F)C(C(=O)N(C=1C(=CC(=NC1)[C@H]1CC[C@](N1)(C(=O)OC)C)C1=C(C=C(C=C1)F)C)C)(C)C)(F)F (Methyl (5R)-5-[5-[{2-[3,5-bis(trifluoromethyl)phenyl]-2-methylpropanoyl}(methyl)amino]-4-(4-fluoro-2-methylphenyl)-2-pyridinyl]-2-methyl-L-prolinate), FC(C=1C=C(C=C(C1)C(F)(F)F)C(C(=O)N(C=1C(=CC(=NC1)[C@H]1CC[C@](N1)(C(=O)OC)C)C1=C(C=C(C=C1)F)C)C)(C)C)(F)F (Methyl (5R)-5-[5-[{2-[3,5-bis(trifluoromethyl)phenyl]-2-methylpropanoyl}(methyl)amino]-4-(4-fluoro-2-methylphenyl)-2-pyridinyl]-2-methyl-L-prolinate), CO (MeOH), N (ammonia). Conditions: temperature 60 celsius, time 48 hour. The yield is 94.1%. As a reaction SMILES: [C:1]([O:5][C@@H:6]([C:12]1[C:13]([C:24]2[CH:29]=[CH:28][C:27]([Cl:30])=[CH:26][CH:25]=2)=[C:14]2[C:19](=[CH:20][C:21]=1[CH3:22])[N:18]=[C:17]([CH3:23])[CH:16]=[CH:15]2)[C:7]([O:9][CH2:10][CH3:11])=[O:8])([CH3:4])([CH3:3])[CH3:2].C1C=C(Cl)C=C(C(OO)=[O:39])C=1>ClCCl>[C:1]([O:5][C@@H:6]([C:12]1[C:13]([C:24]2[CH:29]=[CH:28][C:27]([Cl:30])=[CH:26][CH:25]=2)=[C:14]2[C:19](=[CH:20][C:21]=1[CH3:22])[N+:18]([O-:39])=[C:17]([CH3:23])[CH:16]=[CH:15]2)[C:7]([O:9][CH2:10][CH3:11])=[O:8])([CH3:2])([CH3:3])[CH3:4]. Run in ClCCl (dichloromethane), C(Cl)Cl (DCM). The product is C(C)(C)(C)O[C@H](C(=O)OCC)C=1C(=C2C=CC(=[N+](C2=CC1C)[O-])C)C1=CC=C(C=C1)Cl ((S)-6-(1-tert-butoxy-2-ethoxy-2-oxoethyl)-5-(4-chlorophenyl)-2,7-dimethylquinoline 1-oxide). The reactants are C(C)(C)(C)O[C@H](C(=O)OCC)C=1C(=C2C=CC(=NC2=CC1C)C)C1=CC=C(C=C1)Cl ((S)-ethyl 2-tert-butoxy-2-(5-(4-chlorophenyl)-2,7-dimethylquinolin-6-yl)acetate), C1=CC(=CC(=C1)Cl)C(=O)OO (mCPBA). Procedure details: To a stirred solution of (S)-ethyl 2-tert-butoxy-2-(5-(4-chlorophenyl)-2,7-dimethylquinolin-6-yl)acetate (100 mg, 0.25 mmol) in dichloromethane (5 mL) was added a solution of mCPBA (114 mg, 77%, 0.51 mmol) in DCM (2 mL) at 0° C. The mixture was stirred at 0° C. for 1 hour before quenched with NaHCO3 solution. The mixture was extracted with DCM (30 mL), washed with NaHCO3 solution, water and brine, dried over Na2SO4, filtered and concentrated in vacuo. The obtained residue was purified by flash c... Reaction conditions: temperature 0 celsius, time 1 hour. Starting materials: CCO, CN(C)C=O, [H-], [Na+], Cc1ccc(S(=O)(=O)OCC2CC3c4cccc5[nH]cc(c45)CC3N(C)C2)cc1, c1c[nH]cn1. Product: CN1CC(Cn2ccnc2)CC2c3cccc4[nH]cc(c34)CC21. Reaction SMILES: [CH3:42][CH2:43][OH:44].[CH3:8][N:9]([CH3:10])[CH:11]=[O:12].[H-:1].[Na+:2].[O:13]([S:14]([c:15]1[cH:16][cH:17][c:18]([CH3:19])[cH:20][cH:21]1)(=[O:22])=[O:23])[CH2:24][CH:25]1[CH2:26][N:27]([CH3:41])[CH:28]2[CH2:29][c:30]3[cH:31][nH:32][c:33]4[cH:34][cH:35][cH:36][c:37]([c:40]34)[CH:38]2[CH2:39]1.[nH:3]1[cH:4][n:5][cH:6][cH:7]1>>[n:3]1([CH2:24][CH:25]2[CH2:26][N:27]([CH3:41])[CH:28]3[CH2:29][c:30]4[cH:31][nH:32][c:33]5[cH:34][cH:35][cH:36][c:37]([c:40]45)[CH:38]3[CH2:39]2)[cH:4][n:5][cH:6][cH:7]1. RXN SMILES: [C:23](=[O:24])([O-:25])[O-:26].[CH3:29][c:30]1[cH:31][cH:32][cH:33][cH:34][cH:35]1.[CH3:44][OH:45].[CH3:46][C:47]#[N:48].[K+:27].[K+:28].[N+:1]([c:2]1[cH:3][cH:4][cH:5][cH:6][c:7]1[S:8](=[O:9])(=[O:10])[N:13]1[CH:14]2[CH2:15][CH:16]3[CH2:17][CH:18]([CH2:19][CH:20]1[CH2:21]3)[CH2:22]2)([O-:11])=[O:12].[OH2:43].[SH:36][c:37]1[cH:38][cH:39][cH:40][cH:41][cH:42]1>>[NH:13]1[CH:14]2[CH2:15][CH:16]3[CH2:17][CH:18]([CH2:19][CH:20]1[CH2:21]3)[CH2:22]2. Reactants: O=C([O-])[O-], Cc1ccccc1, CO, CC#N, [K+], [K+], O=[N+]([O-])c1ccccc1S(=O)(=O)N1C2CC3CC(C2)CC1C3, O, Sc1ccccc1. Product: C1C2CC3CC1CC(C2)N3.